This data is from the Open Reaction Database (ORD), a public repository of structured organic reaction records. The task is: describe an organic reaction: reactants, conditions, products, and yield Reactants: CCOCCO, COc1cc2ncc(C#N)c(Cl)c2cc1OC, Cl, Nc1ccc(O)cc1O, c1ccncc1. Yields the product COc1cc2ncc(C#N)c(Nc3ccc(O)cc3O)c2cc1OC. As a reaction SMILES: [CH3:34][CH2:35][O:36][CH2:37][CH2:38][OH:39].[Cl:1][c:2]1[c:3]([C:16]#[N:17])[cH:4][n:5][c:6]2[cH:7][c:8]([O:14][CH3:15])[c:9]([O:12][CH3:13])[cH:10][c:11]12.[ClH:18].[NH2:25][c:26]1[c:27]([OH:33])[cH:28][c:29]([OH:30])[cH:31][cH:32]1.[n:19]1[cH:20][cH:21][cH:22][cH:23][cH:24]1>>[c:2]1([NH:25][c:26]2[c:27]([OH:33])[cH:28][c:29]([OH:30])[cH:31][cH:32]2)[c:3]([C:16]#[N:17])[cH:4][n:5][c:6]2[cH:7][c:8]([O:14][CH3:15])[c:9]([O:12][CH3:13])[cH:10][c:11]12. The reactants are O=C1COCC(Cc2ccccc2)N1, CN(C)C=O, ClC(CCN1CCOCC1)c1ccccc1, [H-], [Na+]. The product is O=C1COCC(Cc2ccccc2)N1C(CCN1CCOCC1)c1ccccc1. RXN SMILES: [CH2:3]([c:4]1[cH:5][cH:6][cH:7][cH:8][cH:9]1)[CH:10]1[NH:11][C:12](=[O:16])[CH2:13][O:14][CH2:15]1.[CH3:33][N:34]([CH3:35])[CH:36]=[O:37].[Cl:17][CH:18]([CH2:19][CH2:20][N:21]1[CH2:22][CH2:23][O:24][CH2:25][CH2:26]1)[c:27]1[cH:28][cH:29][cH:30][cH:31][cH:32]1.[H-:2].[Na+:1]>>[CH2:3]([c:4]1[cH:5][cH:6][cH:7][cH:8][cH:9]1)[CH:10]1[N:11]([CH:18]([CH2:19][CH2:20][N:21]2[CH2:22][CH2:23][O:24][CH2:25][CH2:26]2)[c:27]2[cH:28][cH:29][cH:30][cH:31][cH:32]2)[C:12](=[O:16])[CH2:13][O:14][CH2:15]1. The reactants are CC(CCl)CBr, CCOP(OCC)OCC. Yields the product CCOP(=O)(CC(C)CCl)OCC. As a reaction SMILES: [Br:1][CH2:2][CH:3]([CH2:4][Cl:5])[CH3:6].[P:7]([O:8][CH2:9][CH3:10])([O:11][CH2:12][CH3:13])[O:14][CH2:15][CH3:16]>>[CH2:2]([CH:3]([CH2:4][Cl:5])[CH3:6])[P:7]([O:8][CH2:9][CH3:10])([O:11][CH2:12][CH3:13])=[O:14]. Starting materials: BrC=1C=NNC1 (4-bromo-1H-pyrazole), O1CCC(CC1)N1N=CC(=C1)B1OC(C(O1)(C)C)(C)C (1-(tetrahydro-pyran-4-yl)-4-(4,4,5,5-tetramethyl-[1,3,2]dioxaborolan-2-yl)-1H-pyrazole), O1CCC(CC1)N1N=CC(=C1)B1OC(C(O1)(C)C)(C)C (1-(tetrahydro-pyran-4-yl)-4-(4,4,5,5-tetramethyl-[1,3,2]dioxaborolan-2-yl)-1H-pyrazole), [H-].[Na+] (sodium hydride). Run in CN(C)C=O (DMF), CN(C)C=O (DMF). Run at temperature -10 celsius, time 15 minute. Yields the product BrC=1C=NN(C1)C1CCOCC1 (4-Bromo-1-(tetrahydro-pyran-4-yl)-1H-pyrazole). As a reaction SMILES: [Br:1][C:2]1[CH:3]=[N:4][NH:5][CH:6]=1.[H-].[Na+].[O:9]1[CH2:14][CH2:13][CH:12](N2C=C(B3OC(C)(C)C(C)(C)O3)C=N2)[CH2:11][CH2:10]1>CN(C=O)C>[Br:1][C:2]1[CH:3]=[N:4][N:5]([CH:12]2[CH2:13][CH2:14][O:9][CH2:10][CH2:11]2)[CH:6]=1 |f:1.2|. Reported procedure: 4-bromo-1H-pyrazole (1 eq, 3.92 mmol, 0.5 g) is dissolved in dry DMF (5 ml) under an inert atmosphere of nitrogen. The reaction mixture is cooled down to −10° C. and sodium hydride (1 eq, 3.92 mmol, 0.157 g) is added portionwise. After 15 mins at 0° C., the reaction was warmed to R.T and stirred for 30 mins at R.T. A solution of methane sulfonic acid tetrahydro-pyran-4-yl ester (Intermediate B18, step1) (1 eq, 3.92 mmol, 0.5 g) in DMF (5 ml) is added and the reaction mixture is stirred at 95° C.... Reactants: CN(CC(C)(C)COc1cc(C(C)(C)C)ccc1C(=O)O)C(=O)OC(C)(C)C, Nc1ccccc1C(=O)Nc1ccc(Cl)cn1. The product is CN(CC(C)(C)COc1cc(C(C)(C)C)ccc1C(=O)Nc1ccccc1C(=O)Nc1ccc(Cl)cn1)C(=O)OC(C)(C)C. RXN SMILES: [C:1]([CH3:2])([CH3:3])([CH3:4])[O:5][C:6](=[O:7])[N:8]([CH2:9][C:10]([CH2:11][O:12][c:13]1[c:14]([C:15](=[O:16])[OH:17])[cH:18][cH:19][c:20]([C:22]([CH3:23])([CH3:24])[CH3:25])[cH:21]1)([CH3:26])[CH3:27])[CH3:28].[Cl:29][c:30]1[cH:31][cH:32][c:33]([NH:36][C:37]([c:38]2[c:39]([NH2:44])[cH:40][cH:41][cH:42][cH:43]2)=[O:45])[n:34][cH:35]1>>[C:1]([CH3:2])([CH3:3])([CH3:4])[O:5][C:6](=[O:7])[N:8]([CH2:9][C:10]([CH2:11][O:12][c:13]1[c:14]([C:15](=[O:16])[NH:44][c:39]2[c:38]([C:37]([NH:36][c:33]3[cH:32][cH:31][c:30]([Cl:29])[cH:35][n:34]3)=[O:45])[cH:43][cH:42][cH:41][cH:40]2)[cH:18][cH:19][c:20]([C:22]([CH3:23])([CH3:24])[CH3:25])[cH:21]1)([CH3:26])[CH3:27])[CH3:28]. Starting materials: ClC=CC(=O)Cl (3-chloro-acryloyl chloride), C([O-])(O)=O.[Na+] (sodium bicarbonate), NC=1C=C2C(=C(C=NC2=CC1)C#N)NC1=CC(=CC=C1)Br (6-amino-4-[(3-bromophenyl)amino]-3-quinolinecarbonitrile), C(C)(C)N(CC)C(C)C (diisopropylethyl amine). Run in O1CCCC1 (tetrahydrofuran), CCOCC (ether), O1CCCC1 (terahydrofuran). Run at time 40 minute. Yields the product BrC=1C=C(C=CC1)NC1=C(C=NC2=CC=C(C=C12)NC(\C=C/Cl)=O)C#N (N-[4-(3-Bromo-phenylamino)-3-cyano-quinolin-6-yl]-3-chloro-(Z)-acrylamide). RXN SMILES: [NH2:1][C:2]1[CH:3]=[C:4]2[C:9](=[CH:10][CH:11]=1)[N:8]=[CH:7][C:6]([C:12]#[N:13])=[C:5]2[NH:14][C:15]1[CH:20]=[CH:19][CH:18]=[C:17]([Br:21])[CH:16]=1.C(N(C(C)C)CC)(C)C.[Cl:31][CH:32]=[CH:33][C:34](Cl)=[O:35].C(=O)(O)[O-].[Na+]>O1CCCC1.CCOCC>[Br:21][C:17]1[CH:16]=[C:15]([NH:14][C:5]2[C:4]3[C:9](=[CH:10][CH:11]=[C:2]([NH:1][C:34](=[O:35])/[CH:33]=[CH:32]\[Cl:31])[CH:3]=3)[N:8]=[CH:7][C:6]=2[C:12]#[N:13])[CH:20]=[CH:19][CH:18]=1 |f:3.4|. Procedure: To a solution of 0.5 g (1.47 mmol) of of 6-amino-4-[(3-bromophenyl)amino]-3-quinolinecarbonitrile and 0.24 g (1.8 mmol) of diisopropylethyl amine in 3 ml of terahydrofuran at 0° C. with stirring was added 0.21 g (1.7 mmol) of 3-chloro-acryloyl chloride (cis/trans mixture) in 2 ml of tetrahydrofuran. After 40 min at 0° C., the mixture was poured into a saturated solution of sodium bicarbonate and then extracted ether. The organic solution was dried over magnesium sulfate and the sovent was remove... Starting materials: C(C)(=O)Cl (acetyl chloride), C(C)(C)N(CC)C(C)C (diisopropylethylamine), C(C)(C)N(CC)C(C)C (Diisopropylethylamine), C(C)(=O)Cl (acetyl chloride), OC1CC(CC=2C=C(C=NC12)C)CC1=CC=C(C=C1)OC (5,6,7, 8-tetrahydro-8-hydroxy-6-((4-methoxyphenyl)methyl)-3-methylquinoline). The reagents and catalysts are CN(C1=CC=NC=C1)C (4-dimethylaminopyridine). Run in ClCCl (dichloromethane), ClCCl (dichloromethane), ClCCl (dichloromethane). Reaction conditions: time 8 hour. Yields the product C(C)(=O)O[C@H]1C[C@H](CC=2C=C(C=NC12)C)CC1=CC=C(C=C1)OC ((+)-(6S,8S)-5,6,7,8-Tetrahydro-8-acetoxy-6-((4-methoxyphenyl)methyl )-3 -methylquinoline). The yield is 115.0%. As a reaction SMILES: C(N(C(C)C)CC)(C)C.[C:10](Cl)(=[O:12])[CH3:11].[OH:14][CH:15]1[C:24]2[N:23]=[CH:22][C:21]([CH3:25])=[CH:20][C:19]=2[CH2:18][CH:17]([CH2:26][C:27]2[CH:32]=[CH:31][C:30]([O:33][CH3:34])=[CH:29][CH:28]=2)[CH2:16]1>CN(C)C1C=CN=CC=1.ClCCl>[C:10]([O:14][C@@H:15]1[C:24]2[N:23]=[CH:22][C:21]([CH3:25])=[CH:20][C:19]=2[CH2:18][C@H:17]([CH2:26][C:27]2[CH:28]=[CH:29][C:30]([O:33][CH3:34])=[CH:31][CH:32]=2)[CH2:16]1)(=[O:12])[CH3:11]. Procedure details: Diisopropylethylamine (0.51 g, 3.9 mmol), a catalytic amount of 4-dimethylaminopyridine and a solution of acetyl chloride (0.31 g, 3.9 mmol) in dichloromethane (5 ml) were added slowly to a solution of 5,6,7, 8-tetrahydro-8-hydroxy-6-((4-methoxyphenyl)methyl)-3-methylquinoline (1.12 g, 3.9 mmol) in dichloromethane (7 ml) at room temperature. The mixture was stirred overnight before further additions of acetyl chloride (0.32 g, 4 mmol) and diisopropylethylamine (0.51 g, 4 mnmol) were made. The mi... Reactants: O=C([O-])[O-], CC(C)=O, ClCC1(CCl)CO1, [K+], [K+], Oc1ccc(Cl)cc1. Yields the product ClCC1(COc2ccc(Cl)cc2)CO1. As a reaction SMILES: [C:16](=[O:17])([O-:18])[O-:19].[CH3:22][C:23](=[O:24])[CH3:25].[Cl:9][CH2:10][C:11]1([CH2:14][Cl:15])[O:12][CH2:13]1.[K+:20].[K+:21].[OH:1][c:2]1[cH:3][cH:4][c:5]([Cl:6])[cH:7][cH:8]1>>[O:1]([c:2]1[cH:3][cH:4][c:5]([Cl:6])[cH:7][cH:8]1)[CH2:14][C:11]1([CH2:10][Cl:9])[O:12][CH2:13]1.